This data is from the Open Reaction Database (ORD), a public repository of structured organic reaction records. The task is: describe an organic reaction: reactants, conditions, products, and yield The reactants are N1=CC=CC2=CC=CC(=C12)C=1C=C(C=CC1)O (3-(quinolin-8-yl)phenol), ClC[C@@H]1OC1 ((R)-2-(chloromethyl)oxirane), C(=O)([O-])[O-].[K+].[K+] (K2CO3). The solvent is CC#N (CH3CN). Run at temperature 80 celsius, time 4 hour. Yields the product O1[C@@H](C1)COC=1C=C(C=CC1)C=1C=CC=C2C=CC=NC12 ((S)-8-(3-(oxiran-2-ylmethoxy)phenyl)quinoline). RXN SMILES: [N:1]1[C:10]2[C:5](=[CH:6][CH:7]=[CH:8][C:9]=2[C:11]2[CH:12]=[C:13]([OH:17])[CH:14]=[CH:15][CH:16]=2)[CH:4]=[CH:3][CH:2]=1.Cl[CH2:19][C@H:20]1[CH2:22][O:21]1.C([O-])([O-])=O.[K+].[K+]>CC#N>[O:21]1[CH2:22][C@H:20]1[CH2:19][O:17][C:13]1[CH:12]=[C:11]([C:9]2[CH:8]=[CH:7][CH:6]=[C:5]3[C:10]=2[N:1]=[CH:2][CH:3]=[CH:4]3)[CH:16]=[CH:15][CH:14]=1 |f:2.3.4|. Procedure details: A mixture of 3-(quinolin-8-yl)phenol (221 mg, 1 mmol) and (R)-2-(chloromethyl)oxirane (114.6 mg, 1.2 mmol) in CH3CN (10 mL) had K2CO3 (690 mg, 5 mmol) added to it. The reaction mixture was then stirred at 80° C. for 4 h. The solid was removed by filtration, the filtrate concentrated, and the crude product used in the next step without further purification. ESI-MS (m/z): 278.3 [M+1]+. Reactants: NC=1C(N(C(N(C1N)CCC)=O)CCC)=O (5,6-diamino-1,3-dipropyluracil), CC=1C=C(C=CC(=O)O)C=CC1C (3,4-dimethylcinnamic acid). Product: CC=1C=C(/C=C/C2=NC=3N(C(N(C(C3N2)=O)CCC)=O)CCC)C=CC1C ((E)-8-(3,4-Dimethylstyryl)-1,3-dipropylxanthine). Reaction SMILES: [NH2:1][C:2]1[C:3](=[O:16])[N:4]([CH2:13][CH2:14][CH3:15])[C:5](=[O:12])[N:6]([CH2:9][CH2:10][CH3:11])[C:7]=1[NH2:8].[CH3:17][C:18]1[CH:19]=[C:20]([CH:26]=[CH:27][C:28]=1[CH3:29])[CH:21]=[CH:22][C:23](O)=O>>[CH3:17][C:18]1[CH:19]=[C:20]([CH:26]=[CH:27][C:28]=1[CH3:29])/[CH:21]=[CH:22]/[C:23]1[NH:1][C:2]2[C:3](=[O:16])[N:4]([CH2:13][CH2:14][CH3:15])[C:5](=[O:12])[N:6]([CH2:9][CH2:10][CH3:11])[C:7]=2[N:8]=1. Reported procedure: Substantially the same procedure as in Reference Example 1 was repeated using 5.90 g (26.0 mmol) of 5,6-diamino-1,3-dipropyluracil and 5.5 g (31.3 mmol) of 3,4-dimethylcinnamic acid. Then, the resultant crude crystals were recrystallized from dioxane/water to give 7.70 g (yield of Compound 30 as a white powder. Starting materials: C(C)C1(OCC=2C=CC=C(C12)O)CC (3,3-diethyl-1H-isobenzofuran-4-ol), C(C)C1(OCC=2C=CC=C(C12)O)CC (3,3-diethyl-1H-isobenzofuran-4-ol), CN(C)C=O (DMF), ClC1=NC=C(C=C1)[N+](=O)[O-] (2-Chloro-5-Nitropyridine), [Cl-].[NH4+] (ammonium chloride). The reagents and catalysts are [Fe] (iron). Solvent: O1CCCC1 (tetrahydrofuran), O (water). Conditions: temperature 80 celsius, time 2 hour. Yields the product C(C)C1(OCC2=CC=CC(=C12)OC1=CC=C(C=N1)N)CC (6[(3,3-diethyl-1H-isobenzofuran-4-yl)oxy]pyridin-3-amine). Isolated yield 58.6%. As a reaction SMILES: [CH2:1]([C:3]1([CH2:13][CH3:14])[C:11]2[C:10]([OH:12])=[CH:9][CH:8]=[CH:7][C:6]=2[CH2:5][O:4]1)[CH3:2].CN(C=O)C.Cl[C:21]1[CH:26]=[CH:25][C:24]([N+:27]([O-])=O)=[CH:23][N:22]=1.[Cl-].[NH4+]>O1CCCC1.O.[Fe]>[CH2:13]([C:3]1([CH2:1][CH3:2])[C:11]2[C:6](=[CH:7][CH:8]=[CH:9][C:10]=2[O:12][C:21]2[N:22]=[CH:23][C:24]([NH2:27])=[CH:25][CH:26]=2)[CH2:5][O:4]1)[CH3:14] |f:3.4|. Procedure: To a solution of 3,3-diethyl-1H-isobenzofuran-4-ol (Intermediate 179, 0.03 g, 0.15 mmol) in dry DMF (3 ml) potassium carbonate (0.08 g, 0.6 mmol) and then 2-Chloro-5-Nitropyridine (0.026 g, 0.17 mmoli) were added and the reaction mixture was stirred for 2 hours at 80° C. After cooling the reaction mixture was quenched with water (1 ml), diluted with brine (5 ml) and extracted with ethyl acetate (2×10 ml). The organic layer was dried over sodium sulfate, filtered and evaporated. The residue was d... Reactants: Brc1cccnc1, CC(C)(C)[O-], CC(C)(C)OC(=O)N1CC2CCNC2C1, [Na+], O=C(C=Cc1ccccc1)C=Cc1ccccc1, O=C(C=Cc1ccccc1)C=Cc1ccccc1, O=C(C=Cc1ccccc1)C=Cc1ccccc1, [Pd], [Pd], c1ccc(P(c2ccccc2)c2ccc3ccccc3c2-c2c(P(c3ccccc3)c3ccccc3)ccc3ccccc23)cc1. The product is CC(C)(C)OC(=O)N1CC2CCN(c3cccnc3)C2C1. Reaction SMILES: [Br:62][c:63]1[cH:64][n:65][cH:66][cH:67][cH:68]1.[CH3:69][C:70]([CH3:71])([O-:72])[CH3:73].[NH:1]1[CH:2]2[CH:3]([CH2:4][CH2:5]1)[CH2:6][N:7]([C:9](=[O:10])[O:11][C:12]([CH3:13])([CH3:14])[CH3:15])[CH2:8]2.[Na+:74].[O:113]=[C:114]([CH:115]=[CH:116][c:117]1[cH:118][cH:119][cH:120][cH:121][cH:122]1)[CH:123]=[CH:124][c:125]1[cH:126][cH:127][cH:128][cH:129][cH:130]1.[O:77]=[C:78]([CH:79]=[CH:80][c:81]1[cH:82][cH:83][cH:84][cH:85][cH:86]1)[CH:87]=[CH:88][c:89]1[cH:90][cH:91][cH:92][cH:93][cH:94]1.[O:95]=[C:96]([CH:97]=[CH:98][c:99]1[cH:100][cH:101][cH:102][cH:103][cH:104]1)[CH:105]=[CH:106][c:107]1[cH:108][cH:109][cH:110][cH:111][cH:112]1.[Pd:75].[Pd:76].[cH:16]1[cH:17][cH:18][c:19]([P:20]([c:21]2[cH:22][cH:23][c:24]3[c:25]([cH:26][cH:27][cH:28][cH:29]3)[c:30]2-[c:31]2[c:32]3[c:33]([cH:34][cH:35][cH:36][cH:37]3)[cH:38][cH:39][c:40]2[P:41]([c:42]2[cH:43][cH:44][cH:45][cH:46][cH:47]2)[c:48]2[cH:49][cH:50][cH:51][cH:52][cH:53]2)[c:54]2[cH:55][cH:56][cH:57][cH:58][cH:59]2)[cH:60][cH:61]1>>[N:1]1([c:63]2[cH:64][n:65][cH:66][cH:67][cH:68]2)[CH:2]2[CH:3]([CH2:4][CH2:5]1)[CH2:6][N:7]([C:9](=[O:10])[O:11][C:12]([CH3:13])([CH3:14])[CH3:15])[CH2:8]2. The reactants are C1=CC=CC2=C1C(NC1=C(O2)C=CC=C1)=O (10,11-dihydro-dibenz[b,f][1,4]oxazepin-11-one), N1CCNCC1 (piperazine), [OH-].[NH4+] (ammonium hydroxide). The reagents and catalysts are Cl[Ti](Cl)(Cl)Cl (TiCl4). The solvent is C1(=CC=CC=C1)C (toluene). Product: N1(CCNCC1)C1=NC2=C(OC3=C1C=CC=C3)C=CC=C2 (11-(1-piperazinyl)dibenz[b,f][1,4]oxazepine). As a reaction SMILES: [CH:1]1[C:6]2[C:7](=O)[NH:8][C:9]3[CH:15]=[CH:14][CH:13]=[CH:12][C:10]=3[O:11][C:5]=2[CH:4]=[CH:3][CH:2]=1.[NH:17]1[CH2:22][CH2:21][NH:20][CH2:19][CH2:18]1.[OH-].[NH4+]>C1(C)C=CC=CC=1.Cl[Ti](Cl)(Cl)Cl>[N:17]1([C:7]2[C:6]3[CH:1]=[CH:2][CH:3]=[CH:4][C:5]=3[O:11][C:10]3[CH:12]=[CH:13][CH:14]=[CH:15][C:9]=3[N:8]=2)[CH2:22][CH2:21][NH:20][CH2:19][CH2:18]1 |f:2.3|. Procedure: To a stirred solution of 10,11-dihydro-dibenz[b,f][1,4]oxazepin-11-one in dry toluene at room temperature was added piperazine (Aldrich) followed by the dropwise addition of TiCl4. The reaction mixture was refluxed for 2 hours, cooled to room temperature and then poured into an ammonium hydroxide solution. The resulting mixture was extracted with dichloromethane, and the combined organic phases were then dried (K2 CO3) and concentrated. Purification of the product was conducted on silica gel usi... The reactants are ClC1=CC=C(C(=O)C=2C=C3C(=CC(N(C3=CC2)C)=O)C2=CC(=CC=C2)I)C=C1 (6-(4-Chloro-benzoyl)-4-(3-iodo-phenyl)-1-methyl-1H-quinolin-2-one), [Al] (aluminum), CN(C=O)C (N,N-dimethylformamide), C[Si](C)(C)C#C ((trimethylsilyl)acetylene). Reagents/catalysts: [Cu]I (copper(I) iodide), Cl[Pd]([P](C1=CC=CC=C1)(C2=CC=CC=C2)C3=CC=CC=C3)([P](C4=CC=CC=C4)(C5=CC=CC=C5)C6=CC=CC=C6)Cl (bis(triphenylphosphine)-palladium(II) chloride). Solvent: C(C)NCC (diethylamine). Run at time 8 hour. Product: ClC1=CC=C(C(=O)C=2C=C3C(=CC(N(C3=CC2)C)=O)C2=CC(=CC=C2)C#C[Si](C)(C)C)C=C1 (6-(4-Chloro-benzoyl)-1-methyl-4-(3-trimethylsilanylethynyl-phenyl)-1H-quinolin-2-one). As a reaction SMILES: [Cl:1][C:2]1[CH:28]=[CH:27][C:5]([C:6]([C:8]2[CH:9]=[C:10]3[C:15](=[CH:16][CH:17]=2)[N:14]([CH3:18])[C:13](=[O:19])[CH:12]=[C:11]3[C:20]2[CH:25]=[CH:24][CH:23]=[C:22](I)[CH:21]=2)=[O:7])=[CH:4][CH:3]=1.CN(C)C=O.[CH3:34][Si:35]([C:38]#[CH:39])([CH3:37])[CH3:36].[Al]>C(NCC)C.Cl[Pd](Cl)([P](C1C=CC=CC=1)(C1C=CC=CC=1)C1C=CC=CC=1)[P](C1C=CC=CC=1)(C1C=CC=CC=1)C1C=CC=CC=1.[Cu]I>[Cl:1][C:2]1[CH:28]=[CH:27][C:5]([C:6]([C:8]2[CH:9]=[C:10]3[C:15](=[CH:16][CH:17]=2)[N:14]([CH3:18])[C:13](=[O:19])[CH:12]=[C:11]3[C:20]2[CH:25]=[CH:24][CH:23]=[C:22]([C:39]#[C:38][Si:35]([CH3:37])([CH3:36])[CH3:34])[CH:21]=2)=[O:7])=[CH:4][CH:3]=1 |^1:48,67|. Reported procedure: 6-(4-Chloro-benzoyl)-4-(3-iodo-phenyl)-1-methyl-1H-quinolin-2-one (9.98 g, 20.0 mMol) was suspended in diethylamine (300 mL). To this solution was added 50 mL of anhydrous N,N-dimethylformamide (DMF), (trimethylsilyl)acetylene (8.5 mL) and bis(triphenylphosphine)-palladium(II) chloride (1.40 g, 2.00 mMol). The flask was covered with aluminum foil and then copper(I) iodide (780 mg, 4.09 mMol) was added causing the reaction mixture to exotherm. After stirring overnight under an atmosphere of dry N...